The task is: describe an organic reaction: reactants, conditions, products, and yield. This data is from the Open Reaction Database (ORD), a public repository of structured organic reaction records. The reactants are C[Si](C)(C)[N-][Si](C)(C)C, CCOC(C)=O, CCCCCC, ClCCCCI, O=C(O)Cc1ccc(OC(F)F)cc1, [Na+]. The product is O=C(O)C(CCCCCl)c1ccc(OC(F)F)cc1. RXN SMILES: [CH3:16][Si:17]([N-:18][Si:19]([CH3:20])([CH3:21])[CH3:22])([CH3:23])[CH3:24].[CH3:31][CH2:32][O:33][C:34]([CH3:35])=[O:36].[CH3:37][CH2:38][CH2:39][CH2:40][CH2:41][CH3:42].[Cl:25][CH2:26][CH2:27][CH2:28][CH2:29][I:30].[F:1][CH:2]([O:3][c:4]1[cH:5][cH:6][c:7]([CH2:10][C:11](=[O:12])[OH:13])[cH:8][cH:9]1)[F:14].[Na+:15]>>[F:1][CH:2]([O:3][c:4]1[cH:5][cH:6][c:7]([CH:10]([C:11](=[O:12])[OH:13])[CH2:29][CH2:28][CH2:27][CH2:26][Cl:25])[cH:8][cH:9]1)[F:14]. Starting materials: C(C)(C)(C)OC(=O)N1CCC(CC1)CCO (4-(2-hydroxy-ethyl)-piperidine-1-carboxylic acid tert-butyl ester), C(Br)(Br)(Br)Br (carbon tetrabromide), C1(=CC=CC=C1)P(C1=CC=CC=C1)C1=CC=CC=C1 (triphenylphosphine). The solvent is ClCCl (dichloromethane). Reaction conditions: time 1 hour. Product: C(C)(C)(C)OC(=O)N1CCC(CC1)CCBr (4-(2-Bromo-ethyl)-piperidine-1-carboxylic acid tert-butyl ester). Isolated yield 68.3%. Reaction SMILES: [C:1]([O:5][C:6]([N:8]1[CH2:13][CH2:12][CH:11]([CH2:14][CH2:15]O)[CH2:10][CH2:9]1)=[O:7])([CH3:4])([CH3:3])[CH3:2].C(Br)(Br)(Br)[Br:18].C1(P(C2C=CC=CC=2)C2C=CC=CC=2)C=CC=CC=1>ClCCl>[C:1]([O:5][C:6]([N:8]1[CH2:13][CH2:12][CH:11]([CH2:14][CH2:15][Br:18])[CH2:10][CH2:9]1)=[O:7])([CH3:4])([CH3:3])[CH3:2]. Procedure details: A mixture of 4-(2-hydroxy-ethyl)-piperidine-1-carboxylic acid tert-butyl ester (94.0 Og 0.41 mol), carbon tetrabromide (198.7 g 0.6 mol) and dichloromethane (1500 ml) at 0° under nitrogen was treated portionwise, over 45 min, with triphenylphosphine (135.2 g 0.515 mol). The mixture was stirred for 1 h at 10° and 1 h at 25° and then evaporated in vacuo. The residue was purified by flash column chromatography on silica gel (Merck 9385), eluant cyclohexane: ethyl acetate (15:1, gradient to 10:1) to... The reactants are O=C([O-])[O-], Fc1cnccc1-c1nc2cc(C(F)(F)F)ccc2o1, [K+], [K+], CN(C)C=O, O, c1cn[nH]c1. The product is FC(F)(F)c1ccc2oc(-c3ccncc3-n3cccn3)nc2c1. Reaction SMILES: [C:26](=[O:27])([O-:28])[O-:29].[F:1][c:2]1[cH:3][n:4][cH:5][cH:6][c:7]1-[c:8]1[o:9][c:10]2[c:11]([n:12]1)[cH:13][c:14]([C:17]([F:18])([F:19])[F:20])[cH:15][cH:16]2.[K+:30].[K+:31].[O:32]=[CH:33][N:34]([CH3:35])[CH3:36].[OH2:37].[nH:21]1[n:22][cH:23][cH:24][cH:25]1>>[c:2]1(-[n:21]2[n:22][cH:23][cH:24][cH:25]2)[cH:3][n:4][cH:5][cH:6][c:7]1-[c:8]1[o:9][c:10]2[c:11]([n:12]1)[cH:13][c:14]([C:17]([F:18])([F:19])[F:20])[cH:15][cH:16]2. Reactants: O (water), Cl.ClCC=1C=C(OCC2=NC3=CC=CC=C3C=C2)C=CC1 (2-(3-Chloromethyl-phenoxymethyl)-quinoline hydrochloride), C(C=1C(O)=CC=CC1)=O (salicylaldehyde), C(=O)([O-])[O-].[K+].[K+] (K2CO3). Run in CC(=O)C (acetone). Product: N1=C(C=CC2=CC=CC=C12)COC=1C=C(COC2=C(C=O)C=CC=C2)C=CC1 (2-[3-(Quinolin-2-ylmethoxy)-benzyloxy]-benzaldehyde). As a reaction SMILES: Cl.Cl[CH2:3][C:4]1[CH:5]=[C:6]([CH:19]=[CH:20][CH:21]=1)[O:7][CH2:8][C:9]1[CH:18]=[CH:17][C:16]2[C:11](=[CH:12][CH:13]=[CH:14][CH:15]=2)[N:10]=1.[CH:22](=[O:30])[C:23]1[C:24](=[CH:26][CH:27]=[CH:28][CH:29]=1)[OH:25].C([O-])([O-])=O.[K+].[K+].O>CC(C)=O>[N:10]1[C:11]2[C:16](=[CH:15][CH:14]=[CH:13][CH:12]=2)[CH:17]=[CH:18][C:9]=1[CH2:8][O:7][C:6]1[CH:5]=[C:4]([CH:21]=[CH:20][CH:19]=1)[CH2:3][O:25][C:24]1[CH:26]=[CH:27][CH:28]=[CH:29][C:23]=1[CH:22]=[O:30] |f:0.1,3.4.5|. Procedure details: 2-(3-Chloromethyl-phenoxymethyl)-quinoline (371 mg, 1.3 mmol, example 49) and salicylaldehyde (133 μL, 1.25 mmol) are dissolved in acetone (10 mL). K2CO3 (525 mg, 3.75 mmol) is added and the contents are heated to reflux for 16 hrs. The reaction is cooled to r.t., poured into water (100 mL) and extracted with ethyl ether (3×50 mL). The ether layers are combined and washed with Brine (3×75 mL) and dried over MgSO4. The crude material is preadsorbed onto silica gel and purified by flash chromatogr... Reactants: CCO, COC(=O)c1ccc(C=O)s1, Cl, NO, c1ccncc1. Product: COC(=NO)c1ccc(C=O)s1. As a reaction SMILES: [CH3:21][CH2:22][OH:23].[CH:1](=[O:2])[c:3]1[cH:4][cH:5][c:6]([C:8](=[O:9])[O:10][CH3:11])[s:7]1.[ClH:12].[NH2:13][OH:14].[cH:15]1[cH:16][cH:17][n:18][cH:19][cH:20]1>>[CH:1](=[O:2])[c:3]1[cH:4][cH:5][c:6]([C:8]([O:10][CH3:11])=[N:13][OH:14])[s:7]1. Yields the product [K+].FC(C(C1=CC=CC=C1)=N[C@@H](C(C)C)C(=O)[O-])(F)F (N-(2,2,2-TRIFLUORO-1-PHENYLETHYLIDENE)-L-VALINE POTASSIUM SALT). As a reaction SMILES: [F:1][C:2]([F:12])([F:11])[C:3]([C:5]1[CH:10]=[CH:9][CH:8]=[CH:7][CH:6]=1)=O.C([O:15][C:16](=[O:22])[C@H:17]([CH:19]([CH3:21])[CH3:20])[NH2:18])C.C([O-])([O-])=O.[K+:27].[K+]>CO>[K+:27].[F:1][C:2]([F:12])([F:11])[C:3](=[N:18][C@H:17]([C:16]([O-:22])=[O:15])[CH:19]([CH3:21])[CH3:20])[C:5]1[CH:10]=[CH:9][CH:8]=[CH:7][CH:6]=1 |f:2.3.4,6.7|. Reactants: FC(C(=O)C1=CC=CC=C1)(F)F (2,2,2-Trifluoroacetophenone), C(C)OC([C@@H](N)C(C)C)=O (L-valine ethyl ester), C(=O)([O-])[O-].[K+].[K+] (K2CO3). Solvent: CO (MeOH). Reported procedure: 2,2,2-Trifluoroacetophenone (4.24 g, 24.3 mmol) was added to a mixture of L-valine ethyl ester (3.21 g, 22.1 mmol) and K2CO3 (2.90 g, 20.9 mmol) in MeOH (50 mL). The mixture was warmed to 50° C. for 18 h. The mixture was cooled to 20–25° C., filtered and concentrated. The residue was suspended in TBME (100 ml) and filtered to give the title compound as a white solid. Conditions: temperature 50 celsius. The reactants are C(#N)CC=1C(=C(C(=CC1C)C)NC(=O)C=1SC=CC1S(=O)(=O)N(COC)C1=C(C(=NO1)C)C)C (N2-(3-cyanomethyl-2,4,6-trimethylphenyl)-3-[N-(3,4-dimethylisoxazol-5-yl)-N-methoxymethylaminosulfonyl]-2-thiophenecarboxamide), Cl (hydrochloric acid), ice water. Solvent: C1CCOC1 (THF). Reaction conditions: temperature 65 celsius. Product: C(#N)CC=1C(=C(C(=CC1C)C)NC(=O)C=1SC=CC1S(NC1=C(C(=NO1)C)C)(=O)=O)C (N2-(3-cyanomethyl-2,4,6-trimethylphenyl)-3-[(3,4-dimethyl-5-isoxazolyl)sulfamoyl]-2-thiophenecarboxamide), Na-salt. Isolated yield 21.0%. As a reaction SMILES: [C:1]([CH2:3][C:4]1[C:5]([CH3:34])=[C:6]([NH:12][C:13]([C:15]2[S:16][CH:17]=[CH:18][C:19]=2[S:20]([N:23]([C:27]2[O:31][N:30]=[C:29]([CH3:32])[C:28]=2[CH3:33])COC)(=[O:22])=[O:21])=[O:14])[C:7]([CH3:11])=[CH:8][C:9]=1[CH3:10])#[N:2].Cl>C1COCC1>[C:1]([CH2:3][C:4]1[C:5]([CH3:34])=[C:6]([NH:12][C:13]([C:15]2[S:16][CH:17]=[CH:18][C:19]=2[S:20](=[O:22])(=[O:21])[NH:23][C:27]2[O:31][N:30]=[C:29]([CH3:32])[C:28]=2[CH3:33])=[O:14])[C:7]([CH3:11])=[CH:8][C:9]=1[CH3:10])#[N:2]. Procedure: To a solution of N2-(3-cyanomethyl-2,4,6-trimethylphenyl)-3-[N-(3,4-dimethylisoxazol-5-yl)-N-methoxymethylaminosulfonyl]-2-thiophenecarboxamide (2.29 g, 4.56 mmol) in THF (10 mL) was added concentrated hydrochloric acid (5 mL). The reaction was heated at 65° C. for 2 hours, then allowed to cool to room temperature. The mixture was poured into ice water (100 mL), extracted with ethyl acetate (3×100 mL), washed with saturated sodium chloride (150 mL), dried (MgSO4), then concentrated. The residue ... Starting materials: ClC1=CC(=C(C=C1)N[C@@H]1C[C@@H](N(C2=CC=CC=C12)C(C1=CC=C(C=C1)OC)=O)C)F ((2S,4R)-N-(4-chloro-2-fluorophenyl)-1-(4-methoxybenzoyl)-2-methyl-1,2,3,4-tetrahydroquinolin-4-amine), C(C)(C)N(CC)C(C)C (diisopropylethylamine), C(C)(=O)Cl (acetyl chloride). Run at time 16 hour. The product is ClC1=CC(=C(C=C1)N(C(C)=O)[C@@H]1C[C@@H](N(C2=CC=CC=C12)C(C1=CC=C(C=C1)OC)=O)C)F (N-(4-chloro-2-fluorophenyl)-N-[(2S,4R)-1-(4-methoxybenzoyl)-2-methyl-1,2,3,4-tetrahydroquinolin-4-yl]acetamide). Yield: 92.0%. RXN SMILES: [Cl:1][C:2]1[CH:7]=[CH:6][C:5]([NH:8][C@H:9]2[C:18]3[C:13](=[CH:14][CH:15]=[CH:16][CH:17]=3)[N:12]([C:19](=[O:28])[C:20]3[CH:25]=[CH:24][C:23]([O:26][CH3:27])=[CH:22][CH:21]=3)[C@@H:11]([CH3:29])[CH2:10]2)=[C:4]([F:30])[CH:3]=1.C(N(C(C)C)CC)(C)C.[C:40](Cl)(=[O:42])[CH3:41]>>[Cl:1][C:2]1[CH:7]=[CH:6][C:5]([N:8]([C@H:9]2[C:18]3[C:13](=[CH:14][CH:15]=[CH:16][CH:17]=3)[N:12]([C:19](=[O:28])[C:20]3[CH:21]=[CH:22][C:23]([O:26][CH3:27])=[CH:24][CH:25]=3)[C@@H:11]([CH3:29])[CH2:10]2)[C:40](=[O:42])[CH3:41])=[C:4]([F:30])[CH:3]=1. Reported procedure: To a solution of (2S,4R)-N-(4-chloro-2-fluorophenyl)-1-(4-methoxybenzoyl)-2-methyl-1,2,3,4-tetrahydroquinolin-4-amine (60 mg, 0.14 mmol, 1 equ.) in acetyl chloride (0.5 mL) was added diisopropylethylamine (25 uL, 0.14 mmol, 1 equ.). The mixture was stirred at room temperature for 16 h. The mixture was concentrated under reduced pressure, dissolved in ethyl acetate, washed with sat. aqueous sodium bicarbonate, brine and dried over magnesium sulfate, filtered, and concentrated under reduced pressu...